From a dataset of the Open Reaction Database (ORD), a public repository of structured organic reaction records. describe an organic reaction: reactants, conditions, products, and yield Reactants: C(C)OC(=O)C1(CC2=CC=CC=C2C1)NCC1=C(C(=CC=C1)C)OC(C)C (2-(2-Isopropoxy-3-methyl-benzylamino)-indan-2-carboxylic acid ethyl ester), LiOH monohydrate, O1CCOCC1 (1,4-dioxane), CO (MeOH), EtOAc Heptanes. The solvent is O (water). Conditions: time 39 hour. Yields the product C(C)(C)OC1=C(CNC2(CC3=CC=CC=C3C2)C(=O)O)C=CC=C1C (2-(2-Isopropoxy-3-methyl-benzylamino)-indan-2-carboxylic acid). The yield is 72.2%. Reaction SMILES: C([O:3][C:4]([C:6]1([NH:15][CH2:16][C:17]2[CH:22]=[CH:21][CH:20]=[C:19]([CH3:23])[C:18]=2[O:24][CH:25]([CH3:27])[CH3:26])[CH2:14][C:13]2[C:8](=[CH:9][CH:10]=[CH:11][CH:12]=2)[CH2:7]1)=[O:5])C.O1CCOCC1.CO>O>[CH:25]([O:24][C:18]1[C:19]([CH3:23])=[CH:20][CH:21]=[CH:22][C:17]=1[CH2:16][NH:15][C:6]1([C:4]([OH:5])=[O:3])[CH2:14][C:13]2[C:8](=[CH:9][CH:10]=[CH:11][CH:12]=2)[CH2:7]1)([CH3:27])[CH3:26]. Procedure details: A 100 mL round bottom flask containing 2-(2-isopropoxy-3-methyl-benzylamino)-indan-2-carboxylic acid ethyl ester (365, 360 mg, 0.98 mmol) is charged with 1,4-dioxane (3 mL) and MeOH (3 mL). A stirring bar is added and stirring is initiated. After dissolution, water (1.5 mL) is added followed by the LiOH monohydrate (104 mg, 2.47 mmol). After 39 h, tlc analysis (silica, 50% EtOAc/Heptanes) indicates that the starting material is completely consumed. Amberlyst highly acidic exchange resin (0.5 g) ... The reactants are Cl.C1(CCCCCCCCC1)N1CCC2(C(NCN2C2=CC=CC=C2)=O)CC1 (8-cyclodecyl-1-phenyl-1,3,8-triaza-spiro[4,5]decan-4-one hydrochloride), ClCCN1CCOCC1 (N-(2-chloroethyl)-morpholine). Product: Cl.C1(CCCCCCCCC1)N1CCC2(C(N(CN2C2=CC=CC=C2)CCN2CCOCC2)=O)CC1 (8-Cyclodecyl-3-(2-morpholin-4-yl-ethyl)-1-phenyl-1,3,8-triaza-spiro[4,5]decan-4-one hydrochloride). Reaction SMILES: Cl.[CH:2]1([N:12]2[CH2:28][CH2:27][C:15]3([N:19]([C:20]4[CH:25]=[CH:24][CH:23]=[CH:22][CH:21]=4)[CH2:18][NH:17][C:16]3=[O:26])[CH2:14][CH2:13]2)[CH2:11][CH2:10][CH2:9][CH2:8][CH2:7][CH2:6][CH2:5][CH2:4][CH2:3]1.[Cl:29][CH2:30][CH2:31][N:32]1[CH2:37][CH2:36][O:35][CH2:34][CH2:33]1>>[ClH:29].[CH:2]1([N:12]2[CH2:28][CH2:27][C:15]3([N:19]([C:20]4[CH:21]=[CH:22][CH:23]=[CH:24][CH:25]=4)[CH2:18][N:17]([CH2:30][CH2:31][N:32]4[CH2:37][CH2:36][O:35][CH2:34][CH2:33]4)[C:16]3=[O:26])[CH2:14][CH2:13]2)[CH2:11][CH2:10][CH2:9][CH2:8][CH2:7][CH2:6][CH2:5][CH2:4][CH2:3]1 |f:0.1,3.4|. Reported procedure: The title compound, white solid, m. p. 190° C. and MS: m/e=483.6 (M+H+) was prepared in accordance with the general method of example 24 from 8-cyclodecyl-1-phenyl-1,3,8-triaza-spiro[4,5]decan-4-one hydrochloride and N-(2-chloroethyl)-morpholine. Starting materials: c1n(nnc1C)C, [Cu]I, S(=O)(=O)(C(F)(F)F)Oc1ccc2CCN(C(c2c1Cl)=O)Cc1c(nc(cc1C)C)OCc1ccccc1. The reagents and catalysts are c1ccc(cc1)-c2c3ccccc3cc4ccccc24 (9-Phenylanthracene), CC(C)(C)C(=O)[O-].[Cs+] (CsOPiv), P([C@]12C[C@@H]3C[C@H](C2)C[C@@H](C1)C3)([C@]12C[C@@H]3C[C@@H](C2)C[C@@H](C1)C3)CCCC (cataCXium A), C(O[Pd]OC(C)=O)(C)=O (Pd(OAc)2). The solvent is C1CCOC1 (THF). Run at temperature 120 celsius, time 18 hour. Yields the product Cc1cc(C)c(CN2CCc3ccc(c(Cl)c3C2=O)c4c(C)nnn4C)c(OCc5ccccc5)n1. As a reaction SMILES: [CH3:1][c:2]1[n:29][c:20]([O:21][CH2:22][c:23]2[cH:28][cH:27][cH:26][cH:25][cH:24]2)[c:6]([CH2:7][N:8]3[C:18](=[O:19])[c:17]([c:11]4[CH2:10][CH2:9]3)[c:15]([Cl:16])[c:14](OS(C(F)(F)F)(=O)=O)[cH:13][cH:12]4)[c:4]([CH3:5])[cH:3]1.[CH3:30][c:31]1[n:36][n:35][n:33]([CH3:34])[cH:32]1.I[Cu]>>[CH3:1][c:2]1[n:29][c:20]([O:21][CH2:22][c:23]2[cH:28][cH:27][cH:26][cH:25][cH:24]2)[c:6]([CH2:7][N:8]3[C:18](=[O:19])[c:17]([c:11]4[CH2:10][CH2:9]3)[c:15]([Cl:16])[c:14]([c:32]5[n:33]([CH3:34])[n:35][n:36][c:31]5[CH3:30])[cH:13][cH:12]4)[c:4]([CH3:5])[cH:3]1. Starting materials: CC[Si](CC)(CC)OC(CNCc1ccccc1)c1ccc2c(c1)COC(C)(C)O2, C1CCOC1, CCCC[N+](CCCC)(CCCC)CCCC, CCOCC, CC(C)OC(C)C, [F-], O. Product: CC1(C)OCc2cc(C(O)CNCc3ccccc3)ccc2O1. RXN SMILES: [CH2:19]([c:20]1[cH:21][cH:22][cH:23][cH:24][cH:25]1)[NH:26][CH2:27][CH:28]([O:29][Si:30]([CH2:31][CH3:32])([CH2:33][CH3:34])[CH2:35][CH3:36])[c:37]1[cH:38][c:39]2[c:40]([cH:47][cH:48]1)[O:41][C:42]([CH3:45])([CH3:46])[O:43][CH2:44]2.[CH2:57]1[O:58][CH2:59][CH2:60][CH2:61]1.[CH3:2][CH2:3][CH2:4][CH2:5][N+:6]([CH2:7][CH2:8][CH2:9][CH3:10])([CH2:11][CH2:12][CH2:13][CH3:14])[CH2:15][CH2:16][CH2:17][CH3:18].[CH3:62][CH2:63][O:64][CH2:65][CH3:66].[CH:50]([O:51][CH:52]([CH3:53])[CH3:54])([CH3:55])[CH3:56].[F-:1].[OH2:49]>>[CH2:19]([c:20]1[cH:21][cH:22][cH:23][cH:24][cH:25]1)[NH:26][CH2:27][CH:28]([OH:29])[c:37]1[cH:38][c:39]2[c:40]([cH:47][cH:48]1)[O:41][C:42]([CH3:45])([CH3:46])[O:43][CH2:44]2. The reactants are CC1=C(C=CC=C1)N1CCC=2C(=NC=3C(=CC=CC3C21)C)Cl (1-(2-Methylphenyl)-4-chloro-6-methyl-2,3-dihydropyrrolo[3,2-c]quinoline), CN (methylamine). The product is CC1=C(C=CC=C1)N1CCC=2C(=NC=3C(=CC=CC3C21)C)NC (1-(2-methylphenyl)-4-methylamino-6-methyl-2,3-dihydropyrrolo[3,2-c]quinoline). The yield is 71.0%. As a reaction SMILES: [CH3:1][C:2]1[CH:7]=[CH:6][CH:5]=[CH:4][C:3]=1[N:8]1[C:20]2[C:19]3[CH:18]=[CH:17][CH:16]=[C:15]([CH3:21])[C:14]=3[N:13]=[C:12](Cl)[C:11]=2[CH2:10][CH2:9]1.[CH3:23][NH2:24]>>[CH3:1][C:2]1[CH:7]=[CH:6][CH:5]=[CH:4][C:3]=1[N:8]1[C:20]2[C:19]3[CH:18]=[CH:17][CH:16]=[C:15]([CH3:21])[C:14]=3[N:13]=[C:12]([NH:24][CH3:23])[C:11]=2[CH2:10][CH2:9]1. Procedure details: 1-(2-Methylphenyl)-4-chloro-6-methyl-2,3-dihydropyrrolo[3,2-c]quinoline (1.5 g. 4.9 mmol) and methylamine (33% in ethanol, 250 ml) were heated to 180° C. in a pressure vessel for 24 hours, then evaporated. Crystallisation from aqueous ethanol gave 1-(2-methylphenyl)-4-methylamino-6-methyl-2,3-dihydropyrrolo[3,2-c]quinoline (1.05 g, 71%). m.p. 165°-167°.